From a dataset of the Open Reaction Database (ORD), a public repository of structured organic reaction records. describe an organic reaction: reactants, conditions, products, and yield The product is O=C(O)C(CO)NS(=O)(=O)c1ccccc1. Reaction SMILES: [NH2:1][CH:2]([CH2:3][OH:4])[C:5](=[O:6])[OH:7].[Na+:19].[OH-:18].[c:8]1([S:14](=[O:15])(=[O:16])[Cl:17])[cH:9][cH:10][cH:11][cH:12][cH:13]1>>[NH:1]([CH:2]([CH2:3][OH:4])[C:5](=[O:6])[OH:7])[S:14]([c:8]1[cH:9][cH:10][cH:11][cH:12][cH:13]1)(=[O:15])=[O:16]. The reactants are NC(CO)C(=O)O, [Na+], [OH-], O=S(=O)(Cl)c1ccccc1. Solvent: C(C)(=O)OCC (ethyl acetate), CN(C)C=O (DMF). Reported procedure: 40% Methanolic Triton B (0.12 mL, 0.26 mM) was added to a solution of the 9-[(2-benzylphenyl)methyl]-4-hydroxy-5-carbamoyl carbazole (70 mg, 0.17 mM) in 10 mL DMF at 25° C. After 3 minutes, methyl bromoacetate (55 mg, 0.34 mM) was added and the resultant mixture stirred at room temperature for 25 hours. The mixture was diluted with ethyl acetate, washed with 1 N HCl, H2O, and saturated brine, dried over magnesium sulfate, filtered, and concentrated. The residue was purified by column chromatogra... Run at time 3 minute. As a reaction SMILES: [CH2:1]([C:8]1[CH:13]=[CH:12][CH:11]=[CH:10][C:9]=1[CH2:14][N:15]1[C:27]2[CH:26]=[CH:25][CH:24]=[C:23]([OH:28])[C:22]=2[C:21]2[C:16]1=[CH:17][CH:18]=[CH:19][C:20]=2[C:29](=[O:31])[NH2:30])[C:2]1[CH:7]=[CH:6][CH:5]=[CH:4][CH:3]=1.Br[CH2:33][C:34]([O:36][CH3:37])=[O:35]>CN(C=O)C.C(OCC)(=O)C>[CH2:1]([C:8]1[CH:13]=[CH:12][CH:11]=[CH:10][C:9]=1[CH2:14][N:15]1[C:27]2[CH:26]=[CH:25][CH:24]=[C:23]([O:28][CH2:33][C:34]([O:36][CH3:37])=[O:35])[C:22]=2[C:21]2[C:16]1=[CH:17][CH:18]=[CH:19][C:20]=2[C:29](=[O:31])[NH2:30])[C:2]1[CH:7]=[CH:6][CH:5]=[CH:4][CH:3]=1. Starting materials: BrCC(=O)OC (methyl bromoacetate), C(C1=CC=CC=C1)C1=C(C=CC=C1)CN1C2=CC=CC(=C2C=2C(=CC=CC12)O)C(N)=O (9-[(2-benzylphenyl)methyl]-4-hydroxy-5-carbamoyl carbazole), resultant mixture. Yield: 72.8%. The product is C(C1=CC=CC=C1)C1=C(C=CC=C1)CN1C2=CC=CC(=C2C=2C(=CC=CC12)OCC(=O)OC)C(N)=O ({9-[(2-benzylphenyl)methyl]-5-carbamoylcarbazol-4-yl}oxyacetic acid, methyl ester).